From a dataset of the Open Reaction Database (ORD), a public repository of structured organic reaction records. describe an organic reaction: reactants, conditions, products, and yield The reactants are O=C1NC2=CC=CC=C2C(=C1)C(C(=O)O)C (α-(1,2-Dihydro-2-oxo-quinol-4-yl)propionic acid), [N+](=O)(O)[O-] (nitric acid). Run in O (water). Conditions: temperature 5 celsius, time 40 minute. Product: [N+](=O)([O-])C=1C=C2C(=CC(NC2=CC1)=O)C(C(=O)O)C (α-(6-nitro-1,2-dihydro-2-oxo-quinol-4-yl)propionic acid). The yield is 90.0%. RXN SMILES: [O:1]=[C:2]1[CH:11]=[C:10]([CH:12]([CH3:16])[C:13]([OH:15])=[O:14])[C:9]2[C:4](=[CH:5][CH:6]=[CH:7][CH:8]=2)[NH:3]1.[N+:17]([O-])([OH:19])=[O:18]>O>[N+:17]([C:7]1[CH:8]=[C:9]2[C:4](=[CH:5][CH:6]=1)[NH:3][C:2](=[O:1])[CH:11]=[C:10]2[CH:12]([CH3:16])[C:13]([OH:15])=[O:14])([O-:19])=[O:18]. Procedure details: α-(1,2-Dihydro-2-oxo-quinol-4-yl)propionic acid (15g.) was added in portions to stirred fuming nitric acid cooled to 5° C. The rate of addition was such that the reaction temperature remained between 5° and 10° C. After the addition was complete, the mixture was stirred at ambient temperature for 40 minutes and was then poured into water (1.2 l.). The resultant solid was separated by filtration, washed with water and dried in vacuo to give α-(6-nitro-1,2-dihydro-2-oxo-quinol-4-yl)propionic acid ...